From a dataset of the Open Reaction Database (ORD), a public repository of structured organic reaction records. describe an organic reaction: reactants, conditions, products, and yield Starting materials: COc1ccc(Br)cc1CNC1CCC(N(C)C(=O)OC(C)(C)C)CC1, O=C(Cl)c1sc2c(F)ccc(F)c2c1Cl. The product is COc1ccc(Br)cc1CN(C(=O)c1sc2c(F)ccc(F)c2c1Cl)C1CCC(N(C)C(=O)OC(C)(C)C)CC1. RXN SMILES: [Br:1][c:2]1[cH:3][cH:4][c:5]([O:25][CH3:26])[c:6]([CH2:7][NH:8][CH:9]2[CH2:10][CH2:11][CH:12]([N:15]([C:16]([O:17][C:18]([CH3:19])([CH3:20])[CH3:21])=[O:22])[CH3:23])[CH2:13][CH2:14]2)[cH:24]1.[Cl:27][c:28]1[c:29]2[c:30]([s:31][c:32]1[C:33](=[O:34])[Cl:35])[c:36]([F:41])[cH:37][cH:38][c:39]2[F:40]>>[Br:1][c:2]1[cH:3][cH:4][c:5]([O:25][CH3:26])[c:6]([CH2:7][N:8]([CH:9]2[CH2:10][CH2:11][CH:12]([N:15]([C:16]([O:17][C:18]([CH3:19])([CH3:20])[CH3:21])=[O:22])[CH3:23])[CH2:13][CH2:14]2)[C:33]([c:32]2[c:28]([Cl:27])[c:29]3[c:30]([s:31]2)[c:36]([F:41])[cH:37][cH:38][c:39]3[F:40])=[O:34])[cH:24]1. Starting materials: P(=O)(OCC1=CC=CC=C1)(OCC1=CC=CC=C1)OC1=CC(=NC2=CC3=C(C=C12)OCO3)C3=CC=CC1=CC=CC=C31 (Dibenzyl 2-(1-naphthalenyl)-6,7-methylenedioxyquinolin-4-yl Phosphate). The reagents and catalysts are [Pd] (Pd/C). Solvent: CO (MeOH). Yields the product P(=O)(OC1=CC(=NC2=CC3=C(C=C12)OCO3)C3=CC=CC1=CC=CC=C31)(O)O (2-(1-Naphthalenyl)-6,7-methylenedioxyquinolin-4-yl Dihydrogen Phosphate). Isolated yield 94.1%. As a reaction SMILES: [P:1]([O:19][C:20]1[C:29]2[C:24](=[CH:25][C:26]3[O:32][CH2:31][O:30][C:27]=3[CH:28]=2)[N:23]=[C:22]([C:33]2[C:42]3[C:37](=[CH:38][CH:39]=[CH:40][CH:41]=3)[CH:36]=[CH:35][CH:34]=2)[CH:21]=1)([O:11]CC1C=CC=CC=1)([O:3]CC1C=CC=CC=1)=[O:2]>CO.[Pd]>[P:1]([OH:3])([OH:11])([O:19][C:20]1[C:29]2[C:24](=[CH:25][C:26]3[O:32][CH2:31][O:30][C:27]=3[CH:28]=2)[N:23]=[C:22]([C:33]2[C:42]3[C:37](=[CH:38][CH:39]=[CH:40][CH:41]=3)[CH:36]=[CH:35][CH:34]=2)[CH:21]=1)=[O:2]. Reported procedure: A suspension of 152 (894.8 mg, 1.55 mmol) in anhydrous MeOH (40 mL) was hydrogenated in the presence of 10% Pd/C (456.7 mg) at 25° C. for 15 min. The catalyst and precipitate were collected and dissolved in 10% NaHCO3 solution and then filtered. The filtrate was acidified with dil aq HCl and the precipitate was then collected and washed with acetone to give 153. Yellow solid; yield: 94.1%; ESI-MS (Negative mode): m/z 394 [M−H]−; 1H-NMR (D2O+NaOD, 500 MHz): δ 6.13 (2H, s), 7.26 (1H, s), 7.50 (1H,...